Dataset: the Open Reaction Database (ORD), a public repository of structured organic reaction records. Task: describe an organic reaction: reactants, conditions, products, and yield Reaction conditions: temperature 60 celsius, time 5 hour. Procedure: A mixture of methyl 7-hydroxy-1,1-dioxo-2,3-dihydro-1-benzothiepine-4-carboxylate (400 mg), 2-chlorobenzyl chloride (0.25 ml), potassium carbonate (309 mg) and DMF (10 ml) was stirred at 60° C. for 5 hours. The reaction mixture was mixed with water and was extracted with ethyl acetate. The organic layer was washed with an aqueous saturated solution of sodium chloride and was dried with magnesium sulfate. After concentration under reduced pressure, the residue was subjected to separation and puri... Product: ClC1=C(COC=2C=CC3=C(C=C(CCS3(=O)=O)C(=O)OC)C2)C=CC=C1 (methyl 7-[(2-chlorobenzyl)oxy]-1,1-dioxo-2,3-dihydro-1-benzothiepine-4-carboxylate). The solvent is O (water). As a reaction SMILES: [OH:1][C:2]1[CH:3]=[CH:4][C:5]2[S:11](=[O:13])(=[O:12])[CH2:10][CH2:9][C:8]([C:14]([O:16][CH3:17])=[O:15])=[CH:7][C:6]=2[CH:18]=1.[Cl:19][C:20]1[CH:27]=[CH:26][CH:25]=[CH:24][C:21]=1[CH2:22]Cl.C(=O)([O-])[O-].[K+].[K+].CN(C=O)C>O>[Cl:19][C:20]1[CH:27]=[CH:26][CH:25]=[CH:24][C:21]=1[CH2:22][O:1][C:2]1[CH:3]=[CH:4][C:5]2[S:11](=[O:13])(=[O:12])[CH2:10][CH2:9][C:8]([C:14]([O:16][CH3:17])=[O:15])=[CH:7][C:6]=2[CH:18]=1 |f:2.3.4|. Starting materials: OC=1C=CC2=C(C=C(CCS2(=O)=O)C(=O)OC)C1 (methyl 7-hydroxy-1,1-dioxo-2,3-dihydro-1-benzothiepine-4-carboxylate), ClC1=C(CCl)C=CC=C1 (2-chlorobenzyl chloride), C([O-])([O-])=O.[K+].[K+] (potassium carbonate), CN(C)C=O (DMF). Starting materials: OC=1C(=C2C=CN(C2=CC1)C1=CC=C(C=C1)Cl)CCC (5-hydroxy-4-propyl-N-(4-chlorophenyl)indole), C([O-])([O-])=O.[K+].[K+] (potassium carbonate), BrCCCBr (1,3-dibromopropane). Run in C(C)(=O)OCC (ethyl acetate), [Cl-].[NH4+] (ammonium chloride), CN(C=O)C (dimethylformamide). Run at time 2 hour. The product is BrCCCOC=1C(=C2C=CN(C2=CC1)C1=CC=C(C=C1)Cl)CCC (5-(3-bromopropyl)oxy-4-propyl-N-(4-chlorophenyl)indole). RXN SMILES: [OH:1][C:2]1[C:3]([CH2:18][CH2:19][CH3:20])=[C:4]2[C:8](=[CH:9][CH:10]=1)[N:7]([C:11]1[CH:16]=[CH:15][C:14]([Cl:17])=[CH:13][CH:12]=1)[CH:6]=[CH:5]2.C(=O)([O-])[O-].[K+].[K+].[Br:27][CH2:28][CH2:29][CH2:30]Br>CN(C)C=O.C(OCC)(=O)C.[Cl-].[NH4+]>[Br:27][CH2:28][CH2:29][CH2:30][O:1][C:2]1[C:3]([CH2:18][CH2:19][CH3:20])=[C:4]2[C:8](=[CH:9][CH:10]=1)[N:7]([C:11]1[CH:16]=[CH:15][C:14]([Cl:17])=[CH:13][CH:12]=1)[CH:6]=[CH:5]2 |f:1.2.3,7.8|. Procedure details: To a solution of 5-hydroxy-4-propyl-N-(4-chlorophenyl)indole (Step D; 500 mg, 1.75 mmol) and potassium carbonate (484 mg, 3.50 mmol) in 7 mL of dimethylformamide (DMF) was added 1,3-dibromopropane (1.77 g, 8.75 mmol). The mixture was stirred at ambient temperature for 2 hours and diluted with ethyl acetate and saturated aqueous ammonium chloride. The aqueous phase was extracted with ethyl acetate and the combined organic extracts were washed brine, dried over magnesium sulfate, filtered, concent...